From a dataset of the Open Reaction Database (ORD), a public repository of structured organic reaction records. describe an organic reaction: reactants, conditions, products, and yield The reactants are C([O-])([O-])=O.[K+].[K+] (potassium carbonate), C(C)C1=CC=2C(=NCC=3N(C2S1)C(=NN3)CCCCCCCCCCC)C3=CC=C(C=C3)O (2-ethyl-4-(4-hydroxyphenyl)-9-undecyl-6H-thieno[3,2-f][1,2,4]triazolo[4,3-a][1,4]diazepine), N(=O)[O-].[Na+] (sodium nitrite), O (water), S(O)(O)(=O)=O (sulfuric acid), O (water). Run in O1CCOCC1 (dioxane). Run at temperature 80 celsius, time 2 hour. Yields the product C(C)C1=CC(=C(S1)N1C(=NN=C1CCCCCCCCCCC)CO)C(C1=CC=C(C=C1)O)=O (5-ethyl-3-(4-hydroxybenzoyl)-2-(3-hydroxymethyl-5-undecyl1,2,4-triazol-4-yl)thiophene). Reaction SMILES: [CH2:1]([C:3]1[S:12][C:11]2[N:10]3[C:13]([CH2:16][CH2:17][CH2:18][CH2:19][CH2:20][CH2:21][CH2:22][CH2:23][CH2:24][CH2:25][CH3:26])=[N:14][N:15]=[C:9]3[CH2:8]N=[C:6]([C:27]3[CH:32]=[CH:31][C:30]([OH:33])=[CH:29][CH:28]=3)[C:5]=2[CH:4]=1)[CH3:2].S(=O)(=O)(O)[OH:35].N([O-])=O.[Na+].C(=O)([O-])[O-].[K+].[K+].[OH2:49]>O1CCOCC1>[CH2:1]([C:3]1[S:12][C:11]([N:10]2[C:13]([CH2:16][CH2:17][CH2:18][CH2:19][CH2:20][CH2:21][CH2:22][CH2:23][CH2:24][CH2:25][CH3:26])=[N:14][N:15]=[C:9]2[CH2:8][OH:49])=[C:5]([C:6](=[O:35])[C:27]2[CH:32]=[CH:31][C:30]([OH:33])=[CH:29][CH:28]=2)[CH:4]=1)[CH3:2] |f:2.3,4.5.6|. Procedure details: 2-Ethyl-4-(4-hydroxyphenyl)-9-undecyl-6H-thieno[3,2-f][1,2,4]triazolo[4,3-a][1,4]diazepine (20 g) obtained in Example 17 was dissolved in dioxane (300 ml). Thereto were added water (300 ml) and sulfuric acid (12 ml) and the mixture was stirred at 80° C. for 2 hours. Thereto was gradually added dropwise a solution of sodium nitrite (30 g) in water (100 ml) and the mixture was stirred at 80° C. for 3 hours. After cooling, potassium carbonate was added thereto to make the reaction mixture alkaline.... Starting materials: C(C)(=O)OC=1C(=C(C(=O)OCC(Cl)(Cl)Cl)C(=C(C1)OC(C)=O)CSC[C@@H](C(=O)OC)NC([C@H](CO)NC(=O)OC(C)(C)C)=O)C (2,2,2-trichloroethyl 3,5-diacetoxy-6-[[((R)-2-[(S)-2-(1-t-butoxyformamido)-3-hydroxypropionamido]-2-(methoxycarbonyl)ethyl]thio]methyl]-2-methylbenzoate), P(O)(O)(O)=O (phosphoric acid), P(=O)(O)(O)[O-].[Na+] (sodium dihydrogen phosphate). The reagents and catalysts are [Zn] (zinc). Solvent: O1CCCC1 (tetrahydrofuran). Run at temperature 20 celsius, time 1.2 hour. Yields the product C(C)(=O)OC=1C(=C(C(=O)O)C(=C(C1)OC(C)=O)CSC[C@@H](C(=O)OC)NC([C@H](CO)NC(=O)OC(C)(C)C)=O)C (3,5-diacetoxy-6-[[[(R)-2-((S)-2-(1-t-butoxyformamido)-3-hydroxypropionamido]-2-(methoxycarbonyl)ethyl]thio]methyl]-2-methylbenzoic acid). RXN SMILES: [C:1]([O:4][C:5]1[C:6]([CH3:45])=[C:7]([C:16]([CH2:23][S:24][CH2:25][C@H:26]([NH:31][C:32](=[O:44])[C@@H:33]([NH:36][C:37]([O:39][C:40]([CH3:43])([CH3:42])[CH3:41])=[O:38])[CH2:34][OH:35])[C:27]([O:29][CH3:30])=[O:28])=[C:17]([O:19][C:20](=[O:22])[CH3:21])[CH:18]=1)[C:8]([O:10]CC(Cl)(Cl)Cl)=[O:9])(=[O:3])[CH3:2].P(=O)(O)(O)O.P([O-])(O)(O)=O.[Na+]>[Zn].O1CCCC1>[C:1]([O:4][C:5]1[C:6]([CH3:45])=[C:7]([C:16]([CH2:23][S:24][CH2:25][C@H:26]([NH:31][C:32](=[O:44])[C@@H:33]([NH:36][C:37]([O:39][C:40]([CH3:43])([CH3:42])[CH3:41])=[O:38])[CH2:34][OH:35])[C:27]([O:29][CH3:30])=[O:28])=[C:17]([O:19][C:20](=[O:22])[CH3:21])[CH:18]=1)[C:8]([OH:10])=[O:9])(=[O:3])[CH3:2] |f:2.3|. Reported procedure: A mixture of 1.90 g of 2,2,2-trichloroethyl 3,5-diacetoxy-6-[[((R)-2-[(S)-2-(1-t-butoxyformamido)-3-hydroxypropionamido]-2-(methoxycarbonyl)ethyl]thio]methyl]-2-methylbenzoate, 50 ml of tetrahydrofuran, 12.5 ml of 1M phosphoric acid, 12.5 ml of 1M aqueous sodium dihydrogen phosphate solution and 3.2 g of zinc powder was stirred at 20° C. for 1.2 hours. The mixture was filtered, and the unsoluble material was washed with water and ethyl acetate. The filtrate was partitioned between ethyl acetate ... Starting materials: C(C1=CC=CC=C1)OC1=CC=C(C=C1)C1=NOC(=C1)C(=O)NC(C(=O)OC)C(C)C (Methyl 2-(3-(4-(benzyloxy)phenyl)isoxazole-5-carboxamido)-3-methylbutanoate), aqueous solution, O.[OH-].[Li+] (Lithium hydroxide monohydrate), Cl (HCl). The solvent is C1CCOC1 (THF). Reaction conditions: time 6 hour. The product is C(C1=CC=CC=C1)OC1=CC=C(C=C1)C1=NOC(=C1)C(=O)NC(C(=O)O)C(C)C (2-(3-(4-(Benzyloxy)phenyl)isoxazole-5-carboxamido)-3-methylbutanoic acid). As a reaction SMILES: [CH2:1]([O:8][C:9]1[CH:14]=[CH:13][C:12]([C:15]2[CH:19]=[C:18]([C:20]([NH:22][CH:23]([CH:28]([CH3:30])[CH3:29])[C:24]([O:26]C)=[O:25])=[O:21])[O:17][N:16]=2)=[CH:11][CH:10]=1)[C:2]1[CH:7]=[CH:6][CH:5]=[CH:4][CH:3]=1.O.[OH-].[Li+].Cl>C1COCC1>[CH2:1]([O:8][C:9]1[CH:10]=[CH:11][C:12]([C:15]2[CH:19]=[C:18]([C:20]([NH:22][CH:23]([CH:28]([CH3:30])[CH3:29])[C:24]([OH:26])=[O:25])=[O:21])[O:17][N:16]=2)=[CH:13][CH:14]=1)[C:2]1[CH:3]=[CH:4][CH:5]=[CH:6][CH:7]=1 |f:1.2.3|. Procedure details: To Methyl 2-(3-(4-(benzyloxy)phenyl)isoxazole-5-carboxamido)-3-methylbutanoate (150 mg) in THF (3 ml), 1 M aqueous solution of Lithium hydroxide monohydrate (0.735 ml) was added and reaction mixture was stirred at RT for 6 hours. The reaction mixture was acidified with dilute HCl and extracted with EtOAc. Organic layer was collected and dried over Na2SO4 and concentrated to obtain off white solid, which was crystallized from EtOAc to obtain the title compound as white solid. Yield: 80 mg (55%); ... Starting materials: CCOC(C)=O, C=Cc1coc([Si](CC)(CC)CC)c1, C[N+]1([O-])CCOCC1, CC(C)(C)O, CCCCCC, CC(C)=O, O, O=S(=O)(O)O. Product: CC[Si](CC)(CC)c1cc(C(O)CO)co1. As a reaction SMILES: [C:40]([O:41][CH2:42][CH3:43])(=[O:44])[CH3:45].[CH2:1]([CH3:2])[Si:3]([c:4]1[o:5][cH:6][c:7]([CH:9]=[CH2:10])[cH:8]1)([CH2:11][CH3:12])[CH2:13][CH3:14].[CH3:15][N+:16]1([O-:17])[CH2:18][CH2:20][O:19][CH2:21][CH2:22]1.[CH3:29][C:30]([OH:31])([CH3:32])[CH3:33].[CH3:34][CH2:35][CH2:36][CH2:37][CH2:38][CH3:39].[CH3:46][C:47](=[O:48])[CH3:49].[OH2:23].[S:24](=[O:25])(=[O:26])([OH:27])[OH:28]>>[CH2:1]([CH3:2])[Si:3]([c:4]1[o:5][cH:6][c:7]([CH:9]([CH2:10][OH:19])[OH:23])[cH:8]1)([CH2:11][CH3:12])[CH2:13][CH3:14]. The reactants are Cc1cc(CCCCCBr)on1, CC(=O)OC(C)C, CCCCCC, Oc1c(Cl)cc(-c2ccco2)cc1Cl. Yields the product Cc1cc(CCCCCOc2c(Cl)cc(-c3ccco3)cc2Cl)on1. Reaction SMILES: [Br:15][CH2:16][CH2:17][CH2:18][CH2:19][CH2:20][c:21]1[cH:22][c:23]([CH3:26])[n:24][o:25]1.[C:33]([O:34][CH:35]([CH3:36])[CH3:37])(=[O:38])[CH3:39].[CH3:27][CH2:28][CH2:29][CH2:30][CH2:31][CH3:32].[Cl:1][c:2]1[c:3]([OH:14])[c:4]([Cl:13])[cH:5][c:6](-[c:8]2[o:9][cH:10][cH:11][cH:12]2)[cH:7]1>>[Cl:1][c:2]1[c:3]([O:14][CH2:16][CH2:17][CH2:18][CH2:19][CH2:20][c:21]2[cH:22][c:23]([CH3:26])[n:24][o:25]2)[c:4]([Cl:13])[cH:5][c:6](-[c:8]2[o:9][cH:10][cH:11][cH:12]2)[cH:7]1. The reactants are OC1=CC=C(C#N)C=C1 (4-hydroxybenzonitrile), BrCCBr (1,2-dibromoethane). Product: BrCCOC1=CC=C(C#N)C=C1 (4-(2-Bromoethoxy)benzonitrile). RXN SMILES: [OH:1][C:2]1[CH:9]=[CH:8][C:5]([C:6]#[N:7])=[CH:4][CH:3]=1.[Br:10][CH2:11][CH2:12]Br>>[Br:10][CH2:11][CH2:12][O:1][C:2]1[CH:9]=[CH:8][C:5]([C:6]#[N:7])=[CH:4][CH:3]=1. Reported procedure: The procedure is as for Example 53, Step A, using as substrate 4-hydroxybenzonitrile and 1,2-dibromoethane. The reactants are NC1=NC=CN=C1Cl (2-amino-3-chloropyrazine), COC=1C=C(C(CBr)=O)C=CC1 (3-methoxyphenacyl bromide). The solvent is O1CCOCC1 (dioxane). Yields the product ClC=1C=2N(C=CN1)C=C(N2)C2=CC(=CC=C2)OC (8-chloro-2-(3-methoxy-phenyl)-imidazo[1,2-a]pyrazine). Isolated yield 19.5%. RXN SMILES: [NH2:1][C:2]1[C:7]([Cl:8])=[N:6][CH:5]=[CH:4][N:3]=1.[CH3:9][O:10][C:11]1[CH:12]=[C:13]([CH:18]=[CH:19][CH:20]=1)[C:14](=O)[CH2:15]Br>O1CCOCC1>[Cl:8][C:7]1[C:2]2[N:3]([CH:15]=[C:14]([C:13]3[CH:18]=[CH:19][CH:20]=[C:11]([O:10][CH3:9])[CH:12]=3)[N:1]=2)[CH:4]=[CH:5][N:6]=1. Procedure details: To a solution of 2-amino-3-chloropyrazine (0.20 g, 1.5 mmol, 1.00 equiv) and 3-methoxyphenacyl bromide (0.71 g, 3.1 mmol, 2.0 equiv) in dioxane (10 mL) was heated at 90° C. for 3 hr. The resulting mixture was cooled to rt and filtered. The filtrate was partitioned between 10% IPA/DCM and 1 N NaOH. The aqueous extract was washed with 10% IPA/DCM (2×) and the combined organic extracts were washed with brine and dried with sodium sulfate. Concentration afforded 8-chloro-2-(3-methoxy-phenyl)-imidazo...